Task: describe an organic reaction: reactants, conditions, products, and yield. Dataset: the Open Reaction Database (ORD), a public repository of structured organic reaction records Reactants: C(=O)(O)CCCCCCN/1C(=O)NC(=O)\C1=C/CC(CCCCC)=O (1-(6-carboxyhexyl)-5-((E)-3-oxooctylidene)hydantoin), C (charcoal). Solvent: CCOCC (ether), CCO (EtOH). Yields the product C(=O)(O)CCCCCCN1C(=O)NC(=O)C1CCC(CCCCC)=O (1-(6-carboxyhexyl)-5-(3-oxo-octyl)hydantoin). As a reaction SMILES: [C:1]([CH2:4][CH2:5][CH2:6][CH2:7][CH2:8][CH2:9][N:10]1[C:11]([NH:13][C:14](/[C:16]/1=[CH:17]\[CH2:18][C:19](=[O:25])[CH2:20][CH2:21][CH2:22][CH2:23][CH3:24])=[O:15])=[O:12])([OH:3])=[O:2].C>CCO.CCOCC>[C:1]([CH2:4][CH2:5][CH2:6][CH2:7][CH2:8][CH2:9][N:10]1[CH:16]([CH2:17][CH2:18][C:19](=[O:25])[CH2:20][CH2:21][CH2:22][CH2:23][CH3:24])[C:14](=[O:15])[NH:13][C:11]1=[O:12])([OH:3])=[O:2]. Reported procedure: A solution of 1-(6-carboxyhexyl)-5-((E)-3-oxooctylidene)hydantoin (3.06 g) in EtOH (60 ml) was stirred with 10% palladised charcoal (200 mg) under hydrogen at room temperature and pressure, absorption of 1 molecular equivalent of hydrogen occurring in 2 hours. The catalyst was filtered, the filtrate was evaporated in vacuo, and the residual gum was set aside to give a mass of colourless crystals. The crystals were suspended in ether (4 ml) and collected, affording pure 1-(6-carboxyhexyl)-5-(3-ox... The reactants are C(C)(=O)O[BH-](OC(C)=O)OC(C)=O.[Na+] (Sodium triacetoxyborohydride), O1CC(C1)=O (3-oxetanone), CN1N=CC(=C1)C=1C=C(C=CC1)C1=NC=C(C=N1)C=1C=NN(C1)C1CCNCC1 (2-[3-(1-methyl-1H-pyrazol-4-yl)phenyl]-5-(1-piperidin-4-yl-1H-pyrazol-4-yl)pyrimidine), CCN(C(C)C)C(C)C (DIEA). Solvent: ClCCCl (DCE). Conditions: temperature 50 celsius, time 3 hour. The product is CN1N=CC(=C1)C=1C=C(C=CC1)C1=NC=C(C=N1)C=1C=NN(C1)C1CCN(CC1)C1COC1 (2-[3-(1-Methyl-1H-pyrazol-4-yl)-phenyl]-5-[1-(1-oxetan-3-yl-piperidin-4-yl)-1H-pyrazol-4-yl]-pyrimidine). The yield is 73.1%. Reaction SMILES: C(O[BH-](OC(=O)C)OC(=O)C)(=O)C.[Na+].[CH3:15][N:16]1[CH:20]=[C:19]([C:21]2[CH:22]=[C:23]([C:27]3[N:32]=[CH:31][C:30]([C:33]4[CH:34]=[N:35][N:36]([CH:38]5[CH2:43][CH2:42][NH:41][CH2:40][CH2:39]5)[CH:37]=4)=[CH:29][N:28]=3)[CH:24]=[CH:25][CH:26]=2)[CH:18]=[N:17]1.CCN(C(C)C)C(C)C.[O:53]1[CH2:56][C:55](=O)[CH2:54]1>ClCCCl>[CH3:15][N:16]1[CH:20]=[C:19]([C:21]2[CH:22]=[C:23]([C:27]3[N:28]=[CH:29][C:30]([C:33]4[CH:34]=[N:35][N:36]([CH:38]5[CH2:43][CH2:42][N:41]([CH:55]6[CH2:56][O:53][CH2:54]6)[CH2:40][CH2:39]5)[CH:37]=4)=[CH:31][N:32]=3)[CH:24]=[CH:25][CH:26]=2)[CH:18]=[N:17]1 |f:0.1|. Reported procedure: Sodium triacetoxyborohydride (0.13 g; 0.62 mmol; 2.0 eq.) was slowly added to a solution of 2-[3-(1-methyl-1H-pyrazol-4-yl)phenyl]-5-(1-piperidin-4-yl-1H-pyrazol-4-yl)pyrimidine (example 1,200 mg; 0.31 mmol; 1.0 eq.), DIEA (53 μl; 0.31 mmol; 1.0 eq.) and 3-oxetanone (39 μl; 0.62 mmol; 2.0 eq.) in DCE (4 mL). The reaction mixture was then stirred at 50° C. for 3 h. It was then quenched by addition of water. Aqueous phase was basified to pH 12 and extracted with EtOAc (three times). Combined organ... Starting materials: CS(C)=O, N#CC(CCCN1CCCCC1)c1ccc(Cl)cc1Cl, ClCn1cncn1, Cl, [Na+], [OH-]. Product: N#CC(CCCN1CCCCC1)(Cn1cncn1)c1ccc(Cl)cc1Cl. Reaction SMILES: [CH3:31][S:32]([CH3:33])=[O:34].[Cl:1][c:2]1[c:3]([CH:9]([C:10]#[N:11])[CH2:12][CH2:13][CH2:14][N:15]2[CH2:16][CH2:17][CH2:18][CH2:19][CH2:20]2)[cH:4][cH:5][c:6]([Cl:8])[cH:7]1.[Cl:22][CH2:23][n:24]1[n:25][cH:26][n:27][cH:28]1.[ClH:21].[Na+:30].[OH-:29]>>[Cl:1][c:2]1[c:3]([C:9]([C:10]#[N:11])([CH2:12][CH2:13][CH2:14][N:15]2[CH2:16][CH2:17][CH2:18][CH2:19][CH2:20]2)[CH2:23][n:24]2[n:25][cH:26][n:27][cH:28]2)[cH:4][cH:5][c:6]([Cl:8])[cH:7]1. Starting materials: C1(C=2C(C(N1CCCCOC=1C=C(C(=O)OC)C=CC1)=O)=CC=CC2)=O (Methyl 3-(4-phthalimidobutoxy)benzoate), O.NN (hydrazine monohydrate). Run in C(C)O (ethanol), C(Cl)(Cl)Cl (chloroform). Reaction conditions: temperature 80 celsius, time 1 hour. Yields the product NCCCCOC=1C=C(C(=O)OC)C=CC1 (methyl 3-(4-aminobutoxy)benzoate). Yield: 115.3%. As a reaction SMILES: C1(=O)[N:5]([CH2:6][CH2:7][CH2:8][CH2:9][O:10][C:11]2[CH:12]=[C:13]([CH:18]=[CH:19][CH:20]=2)[C:14]([O:16][CH3:17])=[O:15])C(=O)C2=CC=CC=C12.O.NN>C(O)C.C(Cl)(Cl)Cl>[NH2:5][CH2:6][CH2:7][CH2:8][CH2:9][O:10][C:11]1[CH:12]=[C:13]([CH:18]=[CH:19][CH:20]=1)[C:14]([O:16][CH3:17])=[O:15] |f:1.2|. Procedure details: Methyl 3-(4-phthalimidobutoxy)benzoate (6.60 g, 18.68 mmol) was dissolved in 50 mL of ethanol and reacted with hydrazine monohydrate (1.87 g, 37.36 mmol). Following stirring at 80° C. for 1 hour, the resulting mixture was diluted with chloroform, then washed with a saturated sodium bicarbonate solution, water, and brine, and dried with sodium sulfate. The resulting reaction solution was concentrated under reduced pressure to give a white crystal (4.81 g). The white crystal was directly used in s... Reactants: C[C@@H]1[C@H](C[C@@H]([C@H](O1)O[C@H]2[C@@H]([C@H]([C@H]([C@@H]([C@@H]2O)O)O)O)O)N)NC(=N)C(=O)O (kasugamycin), C[C@@H]1[C@H](C[C@@H]([C@H](O1)OC2[C@@H]([C@H](C([C@@H]([C@@H]2O)O)O)O)O)N)N=C(C(=O)O)N.Cl (Kasugamycin hydrochloride), [Mn](=O)(=O)(=O)[O-].[K+] (potassium permanganate), FC(C(=O)O)(F)F (trifluoroacetic acid), solvent-butanol. Solvent: C(C)(=O)O (acetic acid), O (water). Conditions: temperature 75 celsius. The product is C1(C(C(C(C(C1O)O)O)O)O)O (D-chiro-inositol). Isolated yield 20.0%. RXN SMILES: C[C@H]1O[C@H]([O:8][CH:9]2[C@@H:14]([OH:15])[C@@H:13]([OH:16])[CH:12]([OH:17])[C@H:11]([OH:18])[C@H:10]2[OH:19])[C@@H](N)C[C@@H]1N=C(N)C(O)=O.Cl.FC(F)(F)C(O)=O.[Mn]([O-])(=O)(=O)=O.[K+].C[C@H]1O[C@H](O[C@@H]2[C@@H](O)[C@@H](O)[C@H](O)[C@H](O)[C@H]2O)[C@@H](N)C[C@@H]1NC(C(O)=O)=N>O.C(O)(=O)C>[CH:9]1([OH:8])[CH:10]([OH:19])[CH:11]([OH:18])[CH:12]([OH:17])[CH:13]([OH:16])[CH:14]1[OH:15] |f:0.1,3.4|. Procedure details: Kasugamycin hydrochloride (1 g) and 2N trifluoroacetic acid (5 mL) were combined and heated 4 h at 75° C., after which time silica gel TLC (solvent-butanol:acetic acid:water, 2:1:1; Visualization with potassium permanganate stain showed kasugamycin was still present. The solution was concentrated in vacuo. The hydrolysis product was purified in the usual manner using ion exchange resins and charcoal. D-chiro-inositol was obtained in 20% yield. Starting materials: TEA, C(C)(=O)Cl (acetyl chloride), [N+](=O)([O-])C=1C=CC(=C(OCC(CN2CCCC2)O)C1)C(C(F)(F)F)(F)F (1-(5-nitro-2-pentafluoroethyl-phenoxy)-3-pyrrolidin-1-yl-propan-2-ol), C(C)(=O)Cl (Acetyl chloride). The solvent is C(Cl)Cl (CH2Cl2), C(Cl)Cl (CH2Cl2). Reaction conditions: temperature 0 celsius, time 1.5 hour. Yields the product [N+](=O)([O-])C=1C=CC(=C(OCC(CN2CCCC2)OC(C)=O)C1)C(C(F)(F)F)(F)F (acetic acid 2-(5-nitro-2-pentafluoroethyl-phenoxy)-1-pyrrolidin-1-ylmethyl-ethyl ester). As a reaction SMILES: [N+:1]([C:4]1[CH:5]=[CH:6][C:7]([C:20]([F:26])([F:25])[C:21]([F:24])([F:23])[F:22])=[C:8]([CH:19]=1)[O:9][CH2:10][CH:11]([OH:18])[CH2:12][N:13]1[CH2:17][CH2:16][CH2:15][CH2:14]1)([O-:3])=[O:2].[C:27](Cl)(=[O:29])[CH3:28]>C(Cl)Cl>[N+:1]([C:4]1[CH:5]=[CH:6][C:7]([C:20]([F:26])([F:25])[C:21]([F:22])([F:23])[F:24])=[C:8]([CH:19]=1)[O:9][CH2:10][CH:11]([O:18][C:27](=[O:29])[CH3:28])[CH2:12][N:13]1[CH2:17][CH2:16][CH2:15][CH2:14]1)([O-:3])=[O:2]. Reported procedure: Dissolved 1-(5-nitro-2-pentafluoroethyl-phenoxy)-3-pyrrolidin-1-yl-propan-2-ol (3.5 g) in CH2Cl2 (15 ml), added TEA (2.55 ml) and cooled to 0° C. Acetyl chloride (781.3 μl) was added dropwise, forming a suspension. The mixture was warmed to RT and stirred for 1.5 h. Additional acetyl chloride (200 μl) was added and the mix was stirred for another h. The mixture was diluted with CH2Cl2 and washed with sat. NaHCO3. The organic layer was removed, washed with brine and back extracted with CH2Cl2. Dr...